Dataset: the Open Reaction Database (ORD), a public repository of structured organic reaction records. Task: describe an organic reaction: reactants, conditions, products, and yield The reactants are N(=[N+]=[N-])C[C@@H]1[C@H](CC[C@@H](OC)O1)O (methyl 6-azido-2,3,6-trideoxy-α-D-erythro-hexopyranoside), CS(=O)(=O)Cl (methanesulphonyl chloride), O (Water). Run in N1=CC=CC=C1 (pyridine). Run at time 1 hour. Product: N(=[N+]=[N-])C[C@@H]1[C@H](CC[C@@H](OC)O1)OS(=O)(=O)C (methyl 6-azido-4-O-methanesulphonyl-2,3,6-trideoxy-α-D-erythro-hexopyranoside). Isolated yield 82.5%. Reaction SMILES: [N:1]([CH2:4][C@H:5]1[O:12][C@H:9]([O:10][CH3:11])[CH2:8][CH2:7][C@@H:6]1[OH:13])=[N+:2]=[N-:3].[CH3:14][S:15](Cl)(=[O:17])=[O:16].O>N1C=CC=CC=1>[N:1]([CH2:4][C@H:5]1[O:12][C@H:9]([O:10][CH3:11])[CH2:8][CH2:7][C@@H:6]1[O:13][S:15]([CH3:14])(=[O:17])=[O:16])=[N+:2]=[N-:3]. Procedure details: A cooled solution (0°) of methyl 6-azido-2,3,6-trideoxy-α-D-erythro-hexopyranoside (3 g, 16 mmol) in dry pyridine (10 ml) was treated dropwise with methanesulphonyl chloride (2.29 g, 20 mmol) with stirring for 1 h. Water (1 ml) was then added to the reaction mixture and the solvents were removed in vacuo at 30°. The residual syrup was poured into ice-water producing a precipitate which was filtered, washed with water and dried. The solid was recrystallized from benzene-petroleum ether (40°-60°) ... The yield is 84.7%. Procedure details: 4N HCl in dioxane (3 mL, 0.191 mmol) was added to a solution of (S)-tert-butyl 5-((S)-1-(4-chloro-2-fluorophenyl)-2-(4-((5R,7R)-7-hydroxy-5-methyl-6,7-dihydro-5H-cyclopenta[d]pyrimidin-4-yl)piperazin-1-yl)-2-oxoethyl)-2,2-dimethylpyrrolidine-1-carboxylate (0.115 g, 0.191 mmol) in dry DCM (30 mL) and stirred at room temperature for 2 hours. The reaction was concentrated to dryness to reveal (S)-2-(4-chloro-2-fluorophenyl)-2-((S)-5,5-dimethylpyrrolidin-2-yl)-1-(4-((5R,7R)-7-hydroxy-5-methyl-6,7-di... Reactants: Cl (HCl), O1CCOCC1 (dioxane), ClC1=CC(=C(C=C1)[C@H](C(=O)N1CCN(CC1)C=1C2=C(N=CN1)[C@@H](C[C@H]2C)O)[C@@H]2CCC(N2C(=O)OC(C)(C)C)(C)C)F ((S)-tert-butyl 5-((S)-1-(4-chloro-2-fluorophenyl)-2-(4-((5R,7R)-7-hydroxy-5-methyl-6,7-dihydro-5H-cyclopenta[d]pyrimidin-4-yl)piperazin-1-yl)-2-oxoethyl)-2,2-dimethylpyrrolidine-1-carboxylate). As a reaction SMILES: [ClH:1].O1CCOCC1.[Cl:8][C:9]1[CH:14]=[CH:13][C:12]([C@@H:15]([C@H:35]2[N:39](C(OC(C)(C)C)=O)[C:38]([CH3:48])([CH3:47])[CH2:37][CH2:36]2)[C:16]([N:18]2[CH2:23][CH2:22][N:21]([C:24]3[C:25]4[C@H:32]([CH3:33])[CH2:31][C@@H:30]([OH:34])[C:26]=4[N:27]=[CH:28][N:29]=3)[CH2:20][CH2:19]2)=[O:17])=[C:11]([F:49])[CH:10]=1>C(Cl)Cl>[ClH:8].[ClH:1].[Cl:8][C:9]1[CH:14]=[CH:13][C:12]([C@@H:15]([C@@H:35]2[CH2:36][CH2:37][C:38]([CH3:48])([CH3:47])[NH:39]2)[C:16]([N:18]2[CH2:23][CH2:22][N:21]([C:24]3[C:25]4[C@H:32]([CH3:33])[CH2:31][C@@H:30]([OH:34])[C:26]=4[N:27]=[CH:28][N:29]=3)[CH2:20][CH2:19]2)=[O:17])=[C:11]([F:49])[CH:10]=1 |f:4.5.6|. The solvent is C(Cl)Cl (DCM). The product is Cl.Cl.ClC1=CC(=C(C=C1)[C@H](C(=O)N1CCN(CC1)C=1C2=C(N=CN1)[C@@H](C[C@H]2C)O)[C@H]2NC(CC2)(C)C)F ((S)-2-(4-chloro-2-fluorophenyl)-2-((S)-5,5-dimethylpyrrolidin-2-yl)-1-(4-((5R,7R)-7-hydroxy-5-methyl-6,7-dihydro-5H-cyclopenta[d]pyrimidin-4-yl)piperazin-1-yl)ethanone dihydrochloride). Conditions: time 2 hour. Reactants: Cl (hydrochloric acid), C12(CC3CC(CC(C1)C3)C2)C2=C(C=C3C=CC(=CC3=C2)Br)OCC2=CC=CC=C2 (7-(1-adamantyl)-6-benzyloxy-2-bromonaphthalene), B(OC)(OC)OC (trimethyl borate), C(CCC)[Li] (n-butyllithium). Solvent: C1CCOC1 (THF). Conditions: time 15 minute. Product: C12(CC3CC(CC(C1)C3)C2)C2=C(C=C3C=CC(=CC3=C2)B(O)O)OCC2=CC=CC=C2 (7-(1-adamantyl)-6-benzyloxy-2-naphthylboronic acid). RXN SMILES: [C:1]12([C:11]3[CH:20]=[C:19]4[C:14]([CH:15]=[CH:16][C:17](Br)=[CH:18]4)=[CH:13][C:12]=3[O:22][CH2:23][C:24]3[CH:29]=[CH:28][CH:27]=[CH:26][CH:25]=3)[CH2:10][CH:5]3[CH2:6][CH:7]([CH2:9][CH:3]([CH2:4]3)[CH2:2]1)[CH2:8]2.C([Li])CCC.[B:35](OC)([O:38]C)[O:36]C.Cl>C1COCC1>[C:1]12([C:11]3[CH:20]=[C:19]4[C:14]([CH:15]=[CH:16][C:17]([B:35]([OH:38])[OH:36])=[CH:18]4)=[CH:13][C:12]=3[O:22][CH2:23][C:24]3[CH:29]=[CH:28][CH:27]=[CH:26][CH:25]=3)[CH2:10][CH:5]3[CH2:6][CH:7]([CH2:9][CH:3]([CH2:4]3)[CH2:2]1)[CH2:8]2. Procedure: 3 g (6.7 mmol) of 7-(1-adamantyl)-6-benzyloxy-2-bromonaphthalene and 50 ml of THF were introduced into a three-necked flask under a stream of nitrogen. 3.2 ml (8 mmol) of n-butyllithium (2.5M in hexane) were added dropwise at -78° C. and stirring was carried out for 15 minutes, at the same temperature. 2.1 g (20 mmol) of trimethyl borate were added and stirring was carried out for 2 hours. 23 ml of hydrochloric acid (1N) were added at -50° C. and the temperature was permitted to increase to room... Run in CS(=O)C (dimethyl sulfoxide). Reported procedure: 106 g (495 mmol) of methyl 2,2,4,4-tetramethyl-3,5-dioxohexanoate were added dropwise to a suspension of 19.8 g (495 mmol) of sodium hydroxide in 500 ml of dimethyl sulfoxide. The mixture was stirred at room temperature, treated with 500 ml of water and adjusted to pH 1 using hydrochloric acid, and the deposited precipitate was then filtered off with suction. After drying, 70 g (95%) of 2,2,4,4-tetramethyl-1,3,5-cyclohexanetrione were obtained. Yields the product CC1(C(CC(C(C1=O)(C)C)=O)=O)C (2,2,4,4-tetramethyl-1,3,5-cyclohexanetrione). Yield: 77.6%. RXN SMILES: [CH3:1][C:2]([CH3:15])([C:7](=[O:14])[C:8]([CH3:13])([CH3:12])[C:9](=[O:11])[CH3:10])[C:3]([O:5]C)=O.[OH-].[Na+].O.Cl>CS(C)=O>[CH3:15][C:2]1([CH3:1])[C:7](=[O:14])[C:8]([CH3:13])([CH3:12])[C:9](=[O:11])[CH2:10][C:3]1=[O:5] |f:1.2|. Reactants: Cl (hydrochloric acid), CC(C(=O)OC)(C(C(C(C)=O)(C)C)=O)C (methyl 2,2,4,4-tetramethyl-3,5-dioxohexanoate), [OH-].[Na+] (sodium hydroxide), O (water). Starting materials: O=C([O-])[O-], Cc1ccccc1, CCOC(C)=O, CCO, CCc1cnc(Cl)nc1, [Na+], [Na+], OCC=Cc1ccc(B(O)O)cc1. Product: CCc1cnc(-c2ccc(C=CCO)cc2)nc1. Reaction SMILES: [C:1](=[O:2])([O-:3])[O-:4].[CH3:32][c:33]1[cH:34][cH:35][cH:36][cH:37][cH:38]1.[CH3:39][CH2:40][O:41][C:42](=[O:43])[CH3:44].[CH3:7][CH2:8][OH:9].[Cl:10][c:11]1[n:12][cH:13][c:14]([CH2:17][CH3:18])[cH:15][n:16]1.[Na+:5].[Na+:6].[OH:19][CH2:20][CH:21]=[CH:22][c:23]1[cH:24][cH:25][c:26]([B:29]([OH:30])[OH:31])[cH:27][cH:28]1>>[c:11]1(-[c:26]2[cH:25][cH:24][c:23]([CH:22]=[CH:21][CH2:20][OH:19])[cH:28][cH:27]2)[n:12][cH:13][c:14]([CH2:17][CH3:18])[cH:15][n:16]1. The reactants are ClCCl, COc1ccc(CO)cc1OC1CCCC1, Cl. Yields the product COc1ccc(CCl)cc1OC1CCCC1. As a reaction SMILES: [CH2:18]([Cl:19])[Cl:20].[CH:1]1([O:6][c:7]2[cH:8][c:9]([CH2:10][OH:11])[cH:12][cH:13][c:14]2[O:15][CH3:16])[CH2:2][CH2:3][CH2:4][CH2:5]1.[ClH:17]>>[CH:1]1([O:6][c:7]2[cH:8][c:9]([CH2:10][Cl:17])[cH:12][cH:13][c:14]2[O:15][CH3:16])[CH2:2][CH2:3][CH2:4][CH2:5]1. Starting materials: ClC=1C(=C(CNC(=O)[C@H]2N(C[C@](C2)(C)F)C(CN2C=C(C3=CC(=CC=C23)OCC2=CC=CC=C2)C(C)=O)=O)C=CC1)F ((2S,4R)-1-[2-(3-acetyl-5-benzyloxy-indol-1-yl)-acetyl]-4-fluoro-4-methyl-pyrrolidine-2-carboxylic acid 3-chloro-2-fluoro-benzylamide), C(=O)(C(F)(F)F)O (TFA), C1(=CC=CC=C1)SC (thioanisole). The product is ClC=1C(=C(CNC(=O)[C@H]2N(C[C@](C2)(C)F)C(CN2C=C(C3=CC(=CC=C23)O)C(C)=O)=O)C=CC1)F ((2S,4R)-1-[2-(3-Acetyl-5-hydroxy-indol-1-yl)-acetyl]-4-fluoro-4-methyl-pyrrolidine-2-carboxylic acid 3-chloro-2-fluoro-benzylamide). Reaction SMILES: [Cl:1][C:2]1[C:3]([F:42])=[C:4]([CH:39]=[CH:40][CH:41]=1)[CH2:5][NH:6][C:7]([C@@H:9]1[CH2:13][C@:12]([F:15])([CH3:14])[CH2:11][N:10]1[C:16](=[O:38])[CH2:17][N:18]1[C:26]2[C:21](=[CH:22][C:23]([O:27]CC3C=CC=CC=3)=[CH:24][CH:25]=2)[C:20]([C:35](=[O:37])[CH3:36])=[CH:19]1)=[O:8].C(O)(C(F)(F)F)=O.C1(SC)C=CC=CC=1>>[Cl:1][C:2]1[C:3]([F:42])=[C:4]([CH:39]=[CH:40][CH:41]=1)[CH2:5][NH:6][C:7]([C@@H:9]1[CH2:13][C@:12]([F:15])([CH3:14])[CH2:11][N:10]1[C:16](=[O:38])[CH2:17][N:18]1[C:26]2[C:21](=[CH:22][C:23]([OH:27])=[CH:24][CH:25]=2)[C:20]([C:35](=[O:37])[CH3:36])=[CH:19]1)=[O:8]. Procedure: The title compound was prepared in a similar manner as described above for Example 577 from (2S,4R)-1-[2-(3-acetyl-5-benzyloxy-indol-1-yl)-acetyl]-4-fluoro-4-methyl-pyrrolidine-2-carboxylic acid 3-chloro-2-fluoro-benzylamide (57.0 mg, 0.096 mmol), TFA (3 mL), and thioanisole (0.114 mL, 0.960 mmol). Solid. MS (LC/MS): 504 [M+H]+; tR (HPLC, conditions k): 3.22 min. Starting materials: CCC(=O)Nc1ccc(NC(=O)OCC(Cl)(Cl)Cl)cc1, CS(C)=O, CCN(C(C)C)C(C)C, O, c1ccc(-c2csc(N3CCNCC3)n2)cc1. Product: CCC(=O)Nc1ccc(NC(=O)N2CCN(c3nc(-c4ccccc4)cs3)CC2)cc1. RXN SMILES: [C:1]([CH2:2][CH3:3])(=[O:4])[NH:5][c:6]1[cH:7][cH:8][c:9]([NH:12][C:13]([O:14][CH2:15][C:16]([Cl:17])([Cl:18])[Cl:19])=[O:20])[cH:10][cH:11]1.[CH3:47][S:48](=[O:49])[CH3:50].[CH:38]([N:39]([CH:40]([CH3:41])[CH3:42])[CH2:43][CH3:44])([CH3:45])[CH3:46].[OH2:51].[c:21]1(-[c:27]2[n:28][c:29]([N:32]3[CH2:33][CH2:34][NH:35][CH2:36][CH2:37]3)[s:30][cH:31]2)[cH:22][cH:23][cH:24][cH:25][cH:26]1>>[C:1]([CH2:2][CH3:3])(=[O:4])[NH:5][c:6]1[cH:7][cH:8][c:9]([NH:12][C:13](=[O:20])[N:35]2[CH2:34][CH2:33][N:32]([c:29]3[n:28][c:27](-[c:21]4[cH:22][cH:23][cH:24][cH:25][cH:26]4)[cH:31][s:30]3)[CH2:37][CH2:36]2)[cH:10][cH:11]1. Reactants: COC(=O)C1=CC2=CC=C(C=C2C(=C1)OC(C)=O)F (4-acetoxy-6-fluoro-naphthalene-2-carboxylic acid methyl ester), C[O-].[Na+] (sodium methoxide), Cl (hydrochloric acid). Run in CO (methanol). Conditions: time 1 hour. Product: COC(=O)C1=CC2=CC=C(C=C2C(=C1)O)F (6-fluoro-4-hydroxy-naphthalene-2-carboxylic acid methyl ester). The yield is 107.6%. RXN SMILES: [CH3:1][O:2][C:3]([C:5]1[CH:14]=[C:13]([O:15]C(=O)C)[C:12]2[C:7](=[CH:8][CH:9]=[C:10]([F:19])[CH:11]=2)[CH:6]=1)=[O:4].C[O-].[Na+].Cl>CO>[CH3:1][O:2][C:3]([C:5]1[CH:14]=[C:13]([OH:15])[C:12]2[C:7](=[CH:8][CH:9]=[C:10]([F:19])[CH:11]=2)[CH:6]=1)=[O:4] |f:1.2|. Procedure: To a solution of 4-acetoxy-6-fluoro-naphthalene-2-carboxylic acid methyl ester (1 g, 3.8 mmol) in methanol (20 mL) was added sodium methoxide (309 mg, 5.7 mmol). After being stirred at room temperature for 1 hour, the reaction mixture was acidified with 1 N hydrochloric acid to pH 3. The resulting precipitate was collected by filtration and dissolved in ethyl acetate. The organic solution was dried over sodium sulfate, and concentrated in vacuo to afford 900 mg of crude 6-fluoro-4-hydroxy-naphth... Reactants: [NH4+].[Cl-] (NH4Cl), S1C=CC=C1 (thiophene), C(C)OCC (diethyl ether), Cl[Si](C)(C)CCl (chloro(chloromethyl)dimethylsilane), C(CCC)[Li] (n-butyl lithium). Reaction conditions: temperature 0 celsius, time 8 hour. The product is ClC[Si](C=1OC=CC1)(C)C (chloromethyl(dimethyl)furylsilane). Reaction SMILES: S1C=CC=C1.C([Li])CCC.Cl[Si:12]([CH2:15][Cl:16])([CH3:14])[CH3:13].[NH4+].[Cl-].[CH2:19]([O:21][CH2:22][CH3:23])[CH3:20]>>[Cl:16][CH2:15][Si:12]([CH3:14])([CH3:13])[C:19]1[O:21][CH:22]=[CH:23][CH:20]=1 |f:3.4|. Procedure details: Dissolve thiophene (4.76 g, 56.5 mmol) in dry diethyl ether. Add n-butyl lithium (62.2 mmol) at room temperature and stir overnight under nitrogen. Cool the mixture to 0° C., add chloro(chloromethyl)dimethylsilane (8.1 g, 56.5 mmol, in 2.5 mL diethyl ether) slowly and stir overnight under nitrogen. Add saturated NH4Cl solution to the reaction mixture. Drain off the aqueous phase and wash the organic phase with brine. Dry the organic phase over Na2SO4, filter and concentrate in vacuo. Distill the...